This data is from the Open Reaction Database (ORD), a public repository of structured organic reaction records. The task is: describe an organic reaction: reactants, conditions, products, and yield Reaction SMILES: C[O:2][C:3]([C:5]1[C:6]2[CH:7]=[CH:8][N:9]([CH2:14][C:15]3[CH:20]=[CH:19][C:18]([N+:21]([O-])=O)=[CH:17][CH:16]=3)[C:10]=2[CH:11]=[CH:12][CH:13]=1)=[O:4].[C:24]([C:28]1[CH:33]=[CH:32][C:31]([S:34](Cl)(=[O:36])=[O:35])=[CH:30][CH:29]=1)([CH3:27])([CH3:26])[CH3:25]>>[C:24]([C:28]1[CH:33]=[CH:32][C:31]([S:34]([NH:21][C:18]2[CH:19]=[CH:20][C:15]([CH2:14][N:9]3[C:10]4[CH:11]=[CH:12][CH:13]=[C:5]([C:3]([OH:2])=[O:4])[C:6]=4[CH:7]=[CH:8]3)=[CH:16][CH:17]=2)(=[O:36])=[O:35])=[CH:30][CH:29]=1)([CH3:27])([CH3:25])[CH3:26]. Procedure details: The title compound was prepared from 1-(4-nitro-benzyl)-1H-indole-4-carboxylic acid methyl ester and 4-tert-butylbenzenesulfonyl chloride followed the procedure of Example 3 Step 2 as a pale pink solid: 1H NMR (DMSO-d6) δ 1.24 (s, 9H), 5.35 (s, 2H), 6.96 (d, J=3.1 Hz, 1H), 7.03 (d, J=8.7 Hz, 2H), 7.07 (d, J=8.0 Hz, 2H), 7.15 (t, J=7.8 Hz, 1H), 7.53 (d, J=8.8 Hz, 2H), 7.57 (d, J=3.2 Hz, 1H), 7.62-7.68 (m, 3H), 7.70 (dd, J=7.5, 0.9 Hz, 1H), 10.26 (br s, 1H), 12.59 (br s, 1H); MS (ESI) m/z 463 (MH+... Starting materials: COC(=O)C=1C=2C=CN(C2C=CC1)CC1=CC=C(C=C1)[N+](=O)[O-] (1-(4-nitro-benzyl)-1H-indole-4-carboxylic acid methyl ester), C(C)(C)(C)C1=CC=C(C=C1)S(=O)(=O)Cl (4-tert-butylbenzenesulfonyl chloride). Product: C(C)(C)(C)C1=CC=C(C=C1)S(=O)(=O)NC1=CC=C(CN2C=CC=3C(=CC=CC23)C(=O)O)C=C1 (1-(4-{[(4-tert-butylphenyl)sulfonyl]amino}benzyl)-1H-indole-4-carboxylic acid). The reactants are C1CCC2=NCCCN2CC1, CN1CCCC1=O, Cc1cc(O)c(Cl)c(=O)[nH]1, Fc1ccc(CBr)c(F)c1. Product: Cc1cc(OCc2ccc(F)cc2F)c(Cl)c(=O)[nH]1. As a reaction SMILES: [CH2:11]1[CH2:12][CH2:13][C:14]2=[N:19][CH2:18][CH2:17][CH2:16][N:15]2[CH2:20][CH2:21]1.[CH3:32][N:33]1[CH2:34][CH2:35][CH2:36][C:37]1=[O:38].[Cl:1][c:2]1[c:3](=[O:10])[nH:4][c:5]([CH3:9])[cH:6][c:7]1[OH:8].[F:22][c:23]1[c:24]([CH2:25][Br:26])[cH:27][cH:28][c:29]([F:31])[cH:30]1>>[Cl:1][c:2]1[c:3](=[O:10])[nH:4][c:5]([CH3:9])[cH:6][c:7]1[O:8][CH2:25][c:24]1[c:23]([F:22])[cH:30][c:29]([F:31])[cH:28][cH:27]1. Starting materials: C=CC(C)=C (isoprene), C=CC(C)=C (isoprene), C=CC1=CC=CC=C1 (styrene), C(=O)=O (CO2), C(C)(C)(C)C1=C(C(=CC(=C1)C)C(C)(C)C)O (2,6-ditertiarybutyl-4-methylphenol), C=CC(C)=C (isoprene), C=CC(C)=C (isoprene), C=CC1=CC=CC=C1 (styrene). The solvent is C1CCCCC1 (cyclohexane), C1CCCCC1 (cyclohexane), C1CCCCC1 (cyclohexane), C1CCCCC1 (cyclohexane), CC(C)O (2-propanol). Run at time 7 minute. Yields the product C=CC1=CC=CC=C1.C=CC(C)=C.C=CC1=CC=CC=C1 (Styrene-Isoprene-Styrene). As a reaction SMILES: [CH2:1]=[CH:2][C:3](=[CH2:5])[CH3:4].[CH2:6]=[CH:7][C:8]1[CH:13]=[CH:12][CH:11]=[CH:10][CH:9]=1.C(=O)=O.[C:17]([C:21]1[CH:26]=[C:25](C)[CH:24]=[C:23](C(C)(C)C)[C:22]=1O)(C)(C)[CH3:18]>CC(O)C.C1CCCCC1>[CH2:6]=[CH:7][C:8]1[CH:13]=[CH:12][CH:11]=[CH:10][CH:9]=1.[CH2:1]=[CH:2][C:3](=[CH2:4])[CH3:5].[CH2:18]=[CH:17][C:21]1[CH:26]=[CH:25][CH:24]=[CH:23][CH:22]=1 |f:6.7.8|. Reported procedure: A 1.3-liter jacketed stirred reactor was used as the polymerization vessel. To the nitrogen blanketed reactor, 10 mL of cyclohexane was added by syringe to cover the dump valve depression. To ensure adequate mixing of the small volume materials for the first stage polymerization, the additions were done in the following manner. To a separate nitrogen-filled flask, 20 mL of cyclohexane, 12.7 mL of DFI solution (0.740 mmole DFI), and 12 mL of isoprene were added at room temperature and mixed with ... Reactants: N1(CCOCC1)CC1=CC(=NC=C1)C=O (4-(4-morpholinyl)methyl-2-pyridine carboxaldehyde), C[Mg]Br (methylmagnesium bromide). The product is OC(C)C1=NC=CC(=C1)CN1CCOCC1 (2-(1-hydroxyethyl)-4-(4-morpholinyl)methylpyridine). Isolated yield 94.5%. Reaction SMILES: [N:1]1([CH2:7][C:8]2[CH:13]=[CH:12][N:11]=[C:10]([CH:14]=[O:15])[CH:9]=2)[CH2:6][CH2:5][O:4][CH2:3][CH2:2]1.[CH3:16][Mg]Br>>[OH:15][CH:14]([C:10]1[CH:9]=[C:8]([CH2:7][N:1]2[CH2:6][CH2:5][O:4][CH2:3][CH2:2]2)[CH:13]=[CH:12][N:11]=1)[CH3:16]. Reported procedure: Grignard reaction between 4-(4-morpholinyl)methyl-2-pyridine carboxaldehyde (1.03 g, 5.00 mmol) and methylmagnesium bromide (2.50 ml, 7.50 mmol, 1.5 equiv., 3.0 M in ether) yielded 1.05 g (94%) of 2-(1-hydroxyethyl)-4-(4-morpholinyl)methylpyridine. Reactants: C(C1=CC=CC=C1)OC1=CC=2C3=C(C=NC2C=C1)N=CN3CC(C)C (8-benzyloxy-1-(2-methylpropyl)-1H-imidazo[4,5-c]quinoline), C(C1=CC=CC=C1)OC=1C=CC=2C3=C(C=NC2C1)N=C(N3CC(C)C)C (7-benzyloxy-2-methyl-1-(2-methylpropyl)-1H-imidazo[4,5-c]quinoline). Yields the product C(C1=CC=CC=C1)OC1=CC=2C3=C(C=[N+](C2C=C1)[O-])N=CN3CC(C)C (8-benzyloxy-1-(2-methylpropyl)-5-oxido-1H-imidazo[4,5-c]quinoline). As a reaction SMILES: [CH2:1]([O:8][C:9]1[CH:18]=[CH:17][C:16]2[N:15]=[CH:14][C:13]3[N:19]=[CH:20][N:21]([CH2:22][CH:23]([CH3:25])[CH3:24])[C:12]=3[C:11]=2[CH:10]=1)[C:2]1[CH:7]=[CH:6][CH:5]=[CH:4][CH:3]=1.C([O:33]C1C=CC2C3N(CC(C)C)C(C)=NC=3C=NC=2C=1)C1C=CC=CC=1>>[CH2:1]([O:8][C:9]1[CH:18]=[CH:17][C:16]2[N+:15]([O-:33])=[CH:14][C:13]3[N:19]=[CH:20][N:21]([CH2:22][CH:23]([CH3:25])[CH3:24])[C:12]=3[C:11]=2[CH:10]=1)[C:2]1[CH:3]=[CH:4][CH:5]=[CH:6][CH:7]=1. Reported procedure: The general method described in Part B of Example 3 was followed using 8-benzyloxy-1-(2-methylpropyl)-1H-imidazo[4,5-c]quinoline (2.1 g, 6.3 mmol) in lieu of 7-benzyloxy-2-methyl-1-(2-methylpropyl)-1H-imidazo[4,5-c]quinoline. After the work-up, 2.16 g of 8-benzyloxy-1-(2-methylpropyl)-5-oxido-1H-imidazo[4,5-c]quinoline were obtained as a white solid and used without purification.